From a dataset of the Open Reaction Database (ORD), a public repository of structured organic reaction records. describe an organic reaction: reactants, conditions, products, and yield Reactants: C1CCOC1, CCOP(=O)(CC(=O)OC)OCC, CC(C)(C=O)n1cnc(-c2cccnc2)c1, [H-], [Na+], O. Product: COC(=O)CCC(C)(C)n1cnc(-c2cccnc2)c1. Reaction SMILES: [CH2:33]1[O:34][CH2:35][CH2:36][CH2:37]1.[CH2:3]([O:4][P:5]([O:6][CH2:7][CH3:8])(=[O:9])[CH2:11][C:12](=[O:13])[O:14][CH3:15])[CH3:10].[CH3:16][C:17]([CH:18]=[O:19])([CH3:20])[n:21]1[cH:22][n:23][c:24](-[c:26]2[cH:27][n:28][cH:29][cH:30][cH:31]2)[cH:25]1.[H-:1].[Na+:2].[OH2:32]>>[CH2:11]([C:12](=[O:13])[O:14][CH3:15])[CH2:18][C:17]([CH3:16])([CH3:20])[n:21]1[cH:22][n:23][c:24](-[c:26]2[cH:27][n:28][cH:29][cH:30][cH:31]2)[cH:25]1. Reactants: N1C(=CC2=CC=CC=C12)C(=O)O (Indole-2-carboxylic acid), CO (methanol), S(O)(O)(=O)=O (sulfuric acid). Product: N1C(=CC2=CC=CC=C12)C(=O)OC (methyl indole-2-carboxylate). The yield is 77.0%. RXN SMILES: [NH:1]1[C:9]2[C:4](=[CH:5][CH:6]=[CH:7][CH:8]=2)[CH:3]=[C:2]1[C:10]([OH:12])=[O:11].S(=O)(=O)(O)O.[CH3:18]O>>[NH:1]1[C:9]2[C:4](=[CH:5][CH:6]=[CH:7][CH:8]=2)[CH:3]=[C:2]1[C:10]([O:12][CH3:18])=[O:11]. Procedure details: Indole-2-carboxylic acid (47.0 g, 292 mmol) was dissolved in 200 ml of methanol. To this solution was added 6 ml of concentrated sulfuric acid. The resulting mixture was heated to reflux and maintained at this temperature for about 16 hours. The reaction mixture was then cooled to room temperature and the solids were removed by filtration and then washed with 200 ml of methanol. The crystals were dried in a vacuum oven, yielding 39.5 grams (77%) of the desired title product as white needles. Ana... Reactants: FC1=CC(=C(C#N)C=C1)C=C (4-Fluoro-2-vinyl-benzonitrile). The reagents and catalysts are [Pd] (palladium). The solvent is CO (methanol). Run at time 1 hour. The product is C(C)C1=C(C#N)C=CC(=C1)F (2-Ethyl-4-fluoro-benzonitrile). Isolated yield 77.1%. RXN SMILES: [F:1][C:2]1[CH:9]=[CH:8][C:5]([C:6]#[N:7])=[C:4]([CH:10]=[CH2:11])[CH:3]=1>CO.[Pd]>[CH2:10]([C:4]1[CH:3]=[C:2]([F:1])[CH:9]=[CH:8][C:5]=1[C:6]#[N:7])[CH3:11]. Procedure: 800 mg 4-Fluoro-2-vinyl-benzonitrile were dissolved in 5 ml methanol. 80 mg palladium (10% on charcoal) were added and the reaction was stirred under a hydrogen atmosphere for one hour. The catalyst was filtered off trough a pad of celite. The filtrate was evaporated to obtain 625 mg 2-Ethyl-4-fluoro-benzonitrile.